From a dataset of the Open Reaction Database (ORD), a public repository of structured organic reaction records. describe an organic reaction: reactants, conditions, products, and yield Reactants: N1=C(C=CC2=CC=CC=C12)C(=O)O (quinoline-2-carboxylic acid), N[C@@H](CC(N)=O)C(=O)O (asparagine), C(C(C)(C)C)(=O)Cl (pivaloyl chloride), anhydride. Run in C(C)N(CC)CC (triethylamine). Yields the product N1=C(C=CC2=CC=CC=C12)C(=O)N[C@@H](CC(N)=O)C(=O)O (N-(2-quinolylcarbonyl)-L-asparagine). RXN SMILES: [N:1]1[C:10]2[C:5](=[CH:6][CH:7]=[CH:8][CH:9]=2)[CH:4]=[CH:3][C:2]=1[C:11]([OH:13])=O.C(Cl)(=O)C(C)(C)C.[NH2:21][C@H:22]([C:27]([OH:29])=[O:28])[CH2:23][C:24](=[O:26])[NH2:25]>C(N(CC)CC)C>[N:1]1[C:10]2[C:5](=[CH:6][CH:7]=[CH:8][CH:9]=2)[CH:4]=[CH:3][C:2]=1[C:11]([NH:21][C@H:22]([C:27]([OH:29])=[O:28])[CH2:23][C:24](=[O:26])[NH2:25])=[O:13]. Reported procedure: Accordingly, the present invention also includes a process for the manufacture of these compounds. Such a process embraces in a first step the manufacture of a mixed anhydride and its conversion into quinargine as described above. The mixed anhydride, e.g. 2,2-dimethylpropionic acid-quinoline-2-carboxylic acid anhydride, can be obtained by adding an adjuvant base, e.g. triethylamine, to a mixture of quinoline-2-carboxylic acid and a reactive acid derivative, preferably pivaloyl chloride. The res... Starting materials: COCOC=1C=C(C=CC1OCOC)C=CC1=CC=C(C=C1)C=1CC(N(N1)C1=CC=CC=C1)=O (5-{4-[2-(3,4-bis-methoxymethoxy-phenyl)-vinyl]-phenyl}-2-phenyl-2,4-dihydro-pyrazol-3-one), COCOC=1C=C(C=CC1OCOC)C=CC1=CC=C(C=C1)C=1CC(N(N1)C1=CC=CC=C1)=O (5-{4-[2-(3,4-bis-methoxymethoxy-phenyl)-vinyl]-phenyl}-2-phenyl-2,4-dihydro-pyrazol-3-one), Cl (HCl). Run in CO (MeOH). Reaction conditions: time 8 hour. Yields the product OC=1C=C(C=CC1O)C=CC1=CC=C(C=C1)C=1CC(N(N1)C1=CC=CC=C1)=O (5-{4-[2-(3,4-dihydroxy-phenyl)-vinyl]-phenyl}-2-phenyl-2,4-dihydro-pyrazol-3-one). Reaction SMILES: COC[O:4][C:5]1[CH:6]=[C:7]([CH:15]=[CH:16][C:17]2[CH:22]=[CH:21][C:20]([C:23]3[CH2:24][C:25](=[O:34])[N:26]([C:28]4[CH:33]=[CH:32][CH:31]=[CH:30][CH:29]=4)[N:27]=3)=[CH:19][CH:18]=2)[CH:8]=[CH:9][C:10]=1[O:11]COC.Cl>CO>[OH:4][C:5]1[CH:6]=[C:7]([CH:15]=[CH:16][C:17]2[CH:18]=[CH:19][C:20]([C:23]3[CH2:24][C:25](=[O:34])[N:26]([C:28]4[CH:29]=[CH:30][CH:31]=[CH:32][CH:33]=4)[N:27]=3)=[CH:21][CH:22]=2)[CH:8]=[CH:9][C:10]=1[OH:11]. Procedure details: A solution of 5-{4-[2-(3,4-bis-methoxymethoxy-phenyl)-vinyl]-phenyl}-2-phenyl-2,4-dihydro-pyrazol-3-one (the cruce reaction product from Example 32) and conc. HCl in MeOH was stirred at room temperature for overnight. Evaporation of the solvent and purification by flash chromatography eluting with 10-15% MeOH in DCM, gave 5-{4-[2-(3,4-dihydroxy-phenyl)-vinyl]-phenyl}-2-phenyl-2,4-dihydro-pyrazol-3-one. 1H NMR (CD3OD+CDCl3, 300 MHz): 7.75-6.45(m, all aromatic peaks). 13C NMR (CD3OD+CDCl3, 75 MHz)... Starting materials: OC1CCNCC1 (4-hydroxypiperidine), C1(CCC(CC1)=O)=O (1,4-cyclohexanedione). Run in C(C)O (ethanol), C(C)O (ethanol). Product: OC1=CC=C(C=C1)N1CCC(CC1)O (1-(4-hydroxyphenyl)-4-hydroxypiperidine). The yield is 56.5%. RXN SMILES: [OH:1][CH:2]1[CH2:7][CH2:6][NH:5][CH2:4][CH2:3]1.[C:8]1(=O)[CH2:13][CH2:12][C:11](=[O:14])[CH2:10][CH2:9]1>C(O)C>[OH:14][C:11]1[CH:12]=[CH:13][C:8]([N:5]2[CH2:6][CH2:7][CH:2]([OH:1])[CH2:3][CH2:4]2)=[CH:9][CH:10]=1. Procedure: 202 mg of 4-hydroxypiperidine and 448 mg of 1,4-cyclohexanedione were heated under reflux in 10 ml of ethanol and reacted for 9 hours with introducing air with a pump. During the reaction, ethanol was added as needed. After the completion of the reaction, the resultant was separated by silica gel column chromatography (n-hexane:ethyl acetate=2:1) and 0.218 g of 1-(4-hydroxyphenyl)-4-hydroxypiperidine was obtained (yield 56.48%). Starting materials: FC1=NC(=CC=C1OC[C@@H]1N(CC1)C(=O)OCC1=CC=CC=C1)C (2-Fluoro-6-methyl-3-(1-Cbz-2-(R)-azetidinylmethoxy)pyridine), O.C=1(C(=CC=CC1)S(=O)(=O)O)C (toluenesulfonic acid monohydrate). Reagents/catalysts: [Pd] (Pd/C). Solvent: CCO (EtOH). Run at time 16 hour. Yields the product S(=O)(=O)(O)C1=CC=C(C)C=C1.FC1=NC(=CC=C1OC[C@@H]1NCC1)C (2-Fluoro-6-methyl-3-(2-(R)-azetidinylmethoxy)pyridine tosylate). Yield: 48.5%. Reaction SMILES: [F:1][C:2]1[C:7]([O:8][CH2:9][C@H:10]2[CH2:13][CH2:12][N:11]2C(O[CH2:17][C:18]2[CH:23]=[CH:22][CH:21]=[CH:20][CH:19]=2)=O)=[CH:6][CH:5]=[C:4]([CH3:24])[N:3]=1.O.C1(C)C([S:32]([OH:35])(=[O:34])=[O:33])=CC=CC=1>CCO.[Pd]>[S:32]([C:21]1[CH:22]=[CH:23][C:18]([CH3:17])=[CH:19][CH:20]=1)([OH:35])(=[O:34])=[O:33].[F:1][C:2]1[C:7]([O:8][CH2:9][C@H:10]2[CH2:13][CH2:12][NH:11]2)=[CH:6][CH:5]=[C:4]([CH3:24])[N:3]=1 |f:1.2,5.6|. Reported procedure: 2-Fluoro-6-methyl-3-(1-Cbz-2-(R)-azetidinylmethoxy)pyridine from step 118a (500 mg, 1.51 mmol) was combined with 10% Pd/C (50 mg) and p toluenesulfonic acid monohydrate (600 mg, 3.15 mmole) in 30 mL of EtOH, and the mixture was stirred under an H2 atmosphere for 16 hours. The mixture was filtered, concentrated, the residue was triturated with ether, and the product was recrystallized from ethyl acetate/ether to yield 270 mg (50%) of the title compound. mp 158-160° C. 1H NMR (D2O 300 MHz) δ 2.40 ... RXN SMILES: [Br:28][CH2:29][C:30]#[N:31].[C:22](=[O:23])([O-:24])[O-:25].[I:1][c:2]1[c:3](=[O:21])[c:4]2[cH:5][cH:6][c:7]3[cH:8][n:9][nH:10][c:11]3[c:12]2[o:13][c:14]1-[c:15]1[cH:16][cH:17][cH:18][cH:19][cH:20]1.[K+:26].[K+:27].[O:32]=[CH:33][N:34]([CH3:35])[CH3:36]>>[I:1][c:2]1[c:3](=[O:21])[c:4]2[cH:5][cH:6][c:7]3[cH:8][n:9][n:10]([CH2:29][C:30]#[N:31])[c:11]3[c:12]2[o:13][c:14]1-[c:15]1[cH:16][cH:17][cH:18][cH:19][cH:20]1. The reactants are N#CCBr, O=C([O-])[O-], O=c1c(I)c(-c2ccccc2)oc2c1ccc1cn[nH]c12, [K+], [K+], CN(C)C=O. Yields the product N#CCn1ncc2ccc3c(=O)c(I)c(-c4ccccc4)oc3c21. Starting materials: CC1CN(C(=O)OC(C)(C)C)CCN1c1nc(-c2ccncn2)cc(=O)n1C, CCOC(C)=O, Cl. Yields the product CC1CNCCN1c1nc(-c2ccncn2)cc(=O)n1C. As a reaction SMILES: [C:1]([O:2][C:3](=[O:4])[N:8]1[CH2:9][CH:10]([CH3:28])[N:11]([c:14]2[n:15]([CH3:27])[c:16](=[O:26])[cH:17][c:18](-[c:20]3[n:21][cH:22][n:23][cH:24][cH:25]3)[n:19]2)[CH2:12][CH2:13]1)([CH3:5])([CH3:6])[CH3:7].[CH3:30][CH2:31][O:32][C:33](=[O:34])[CH3:35].[ClH:29]>>[NH:8]1[CH2:9][CH:10]([CH3:28])[N:11]([c:14]2[n:15]([CH3:27])[c:16](=[O:26])[cH:17][c:18](-[c:20]3[n:21][cH:22][n:23][cH:24][cH:25]3)[n:19]2)[CH2:12][CH2:13]1. Reactants: [Al], O=C1CCC(=O)N1Br, OCCOCc1ccc(Cl)cc1, ClCCl, c1ccc(P(c2ccccc2)c2ccccc2)cc1. Yields the product Clc1ccc(COCCBr)cc1. RXN SMILES: [Al:43].[Br:1][N:2]1[C:3](=[O:4])[CH2:5][CH2:6][C:7]1=[O:8].[Cl:28][c:29]1[cH:30][cH:31][c:32]([CH2:35][O:36][CH2:37][CH2:38][OH:39])[cH:33][cH:34]1.[Cl:40][CH2:41][Cl:42].[c:9]1([P:10]([c:11]2[cH:12][cH:13][cH:14][cH:15][cH:16]2)[c:17]2[cH:18][cH:19][cH:20][cH:21][cH:22]2)[cH:23][cH:24][cH:25][cH:26][cH:27]1>>[Br:1][CH2:38][CH2:37][O:36][CH2:35][c:32]1[cH:31][cH:30][c:29]([Cl:28])[cH:34][cH:33]1.